Dataset: the Open Reaction Database (ORD), a public repository of structured organic reaction records. Task: describe an organic reaction: reactants, conditions, products, and yield The reactants are CCCc1cc(-c2nc(CC)cs2)ccc1OCCCOc1ccc2c(c1)CCC2CC(=O)OCC, C1CCOC1, CO, [Li+], [OH-], O, O. The product is CCCc1cc(-c2nc(CC)cs2)ccc1OCCCOc1ccc2c(c1)CCC2CC(=O)O. RXN SMILES: [CH2:1]([CH3:2])[c:3]1[n:4][c:5](-[c:8]2[cH:9][c:10]([CH2:34][CH2:35][CH3:36])[c:11]([O:12][CH2:13][CH2:14][CH2:15][O:16][c:17]3[cH:18][c:19]4[c:23]([cH:24][cH:25]3)[CH:22]([CH2:26][C:27](=[O:28])[O:29][CH2:30][CH3:31])[CH2:21][CH2:20]4)[cH:32][cH:33]2)[s:6][cH:7]1.[CH2:40]1[O:41][CH2:42][CH2:43][CH2:44]1.[CH3:46][OH:47].[Li+:38].[OH-:37].[OH2:39].[OH2:45]>>[CH2:1]([CH3:2])[c:3]1[n:4][c:5](-[c:8]2[cH:9][c:10]([CH2:34][CH2:35][CH3:36])[c:11]([O:12][CH2:13][CH2:14][CH2:15][O:16][c:17]3[cH:18][c:19]4[c:23]([cH:24][cH:25]3)[CH:22]([CH2:26][C:27](=[O:28])[OH:29])[CH2:21][CH2:20]4)[cH:32][cH:33]2)[s:6][cH:7]1. Reactants: halo-nitrobenzene, substituted pyridylalkyl alcohol, substituted pyridylalkyl thiol, ClC1=NC=C(C=C1)COC1=CC=C(N)C=C1 (4-(2-chloro-5-pyridylmethyloxy)aniline), FC1=CC=C(C=C1)[N+](=O)[O-] (4-fluoronitrobenzene), BrC=1C=CC(=NC1)CO (5-bromo-2-pyridine methanol). Yields the product BrC=1C=CC(=NC1)COC1=CC=C(C=C1)[N+](=O)[O-] (4-(5-bromo-2-pyridylmethyloxy)nitrobenzene). RXN SMILES: ClC1C=CC(COC2C=CC(N)=CC=2)=CN=1.F[C:18]1[CH:23]=[CH:22][C:21]([N+:24]([O-:26])=[O:25])=[CH:20][CH:19]=1.[Br:27][C:28]1[CH:29]=[CH:30][C:31]([CH2:34][OH:35])=[N:32][CH:33]=1>>[Br:27][C:28]1[CH:29]=[CH:30][C:31]([CH2:34][O:35][C:18]2[CH:23]=[CH:22][C:21]([N+:24]([O-:26])=[O:25])=[CH:20][CH:19]=2)=[N:32][CH:33]=1. Procedure details: The substituted aniline compounds of formula (I) wherein W is oxygen can be prepared by the reaction of nitrophenol with a substituted pyridylalkyl halide to obtain the corresponding substituted nitrobenzene which is reduced to the desired substituted aniline of formula (I). For example, the reaction of 4-nitrophenol and 6-chloro-3-pyridylmethyl bromide gives 4-(2-chloro-5-pyridylmethyloxy)nitrobenzene which is then reduced to 4-(2-chloro-5-pyridylmethyloxy)aniline of formula I. Alternatively, t... The reactants are C1C(CCCCCCCCC)O1 (1-undecene oxide), C(CC)NCCCCCCNCCC (N,N'-dipropylhexamethylenediamine). Product: C(CCCCCN(CCC)CC(CCCCCCCCC)O)N(CCC)CC(CCCCCCCCC)O (N,N'-(1,6-hexylene)-bis[N-propyl-2-hydroxyundecylamine]). Reaction SMILES: [CH2:1]1[O:12][CH:2]1[CH2:3][CH2:4][CH2:5][CH2:6][CH2:7][CH2:8][CH2:9][CH2:10][CH3:11].[CH2:13]([NH:16][CH2:17][CH2:18][CH2:19][CH2:20][CH2:21][CH2:22][NH:23][CH2:24][CH2:25][CH3:26])[CH2:14][CH3:15]>>[CH2:17]([N:16]([CH2:1][CH:2]([OH:12])[CH2:3][CH2:4][CH2:5][CH2:6][CH2:7][CH2:8][CH2:9][CH2:10][CH3:11])[CH2:13][CH2:14][CH3:15])[CH2:18][CH2:19][CH2:20][CH2:21][CH2:22][N:23]([CH2:1][CH:2]([OH:12])[CH2:3][CH2:4][CH2:5][CH2:6][CH2:7][CH2:8][CH2:9][CH2:10][CH3:11])[CH2:24][CH2:25][CH3:26]. Procedure: Condensation of 1-undecene oxide and N,N'-dipropylhexamethylenediamine affords N,N'-(1,6-hexylene)-bis[N-propyl-2-hydroxyundecylamine] (I: R = CH3 (CH2)8, R' = CH3 (CH2)2, X = (CH2)6, Z = H). The reactants are CCC#N, CC[N+](CC)(CC)CC, Oc1nc(Cc2ccccc2)nc2c1CCN(Cc1ccccc1)CC2, [Cl-], O=P(Cl)(Cl)Cl. The product is Clc1nc(Cc2ccccc2)nc2c1CCN(Cc1ccccc1)CC2. As a reaction SMILES: [C:42](#[N:43])[CH2:44][CH3:45].[CH2:33]([N+:34]([CH2:35][CH3:36])([CH2:37][CH3:38])[CH2:39][CH3:40])[CH3:41].[CH2:6]([c:7]1[cH:8][cH:9][cH:10][cH:11][cH:12]1)[c:13]1[n:14][c:15]([OH:31])[c:16]2[c:17]([n:30]1)[CH2:18][CH2:19][N:20]([CH2:23][c:24]1[cH:25][cH:26][cH:27][cH:28][cH:29]1)[CH2:21][CH2:22]2.[Cl-:32].[P:1]([Cl:2])([Cl:3])([Cl:4])=[O:5]>>[Cl:3][c:15]1[n:14][c:13]([CH2:6][c:7]2[cH:8][cH:9][cH:10][cH:11][cH:12]2)[n:30][c:17]2[c:16]1[CH2:22][CH2:21][N:20]([CH2:23][c:24]1[cH:25][cH:26][cH:27][cH:28][cH:29]1)[CH2:19][CH2:18]2. Reactants: C(C)(=O)OC[C@H]1O[C@H]([C@@H]([C@H]([C@@H]1OC(C)=O)OC(C)=O)OC(C)=O)N1C=C(C2=C(C=CC=C12)C)CC1=CC=C(C=C1)OCCCN1CCCC2(C1)CCN(CC2)C(CNC(NCC(C)C)=O)=O ([(2R,3R,4S,5R,6R)-3,4,5-triacetoxy-6-[3-[[4-[3-[9-[2-(isobutylcarbamoylamino)acetyl]-4,9-diazaspiro[5.5]undecan-4-yl]propoxy]phenyl]methyl]-4-methyl-indol-1-yl]tetrahydropyran-2-yl]methyl acetate), CO (methanol), C[O-].[Na+] (sodium methoxide). Solvent: O (water). Reaction conditions: time 10 minute. Yields the product C(C(C)C)NC(=O)NCC(=O)N1CCC2(CN(CCC2)CCCOC2=CC=C(C=C2)CC2=CN(C3=CC=CC(=C23)C)[C@@H]2O[C@@H]([C@H]([C@@H]([C@H]2O)O)O)CO)CC1 (1-isobutyl-3-[2-[4-[3-[4-[[4-methyl-1-[(2R,3R,4S,5S,6R)-3,4,5-trihydroxy-6-(hydroxymethyl)tetrahydropyran-2-yl]indol-3-yl]methyl]phenoxy]propyl]-4,9-diazaspiro[5.5]undecan-9-yl]-2-oxo-ethyl]urea). Yield: 89.4%. RXN SMILES: C([O:4][CH2:5][C@@H:6]1[C@@H:11]([O:12]C(=O)C)[C@H:10]([O:16]C(=O)C)[C@@H:9]([O:20]C(=O)C)[C@H:8]([N:24]2[C:32]3[C:27](=[C:28]([CH3:33])[CH:29]=[CH:30][CH:31]=3)[C:26]([CH2:34][C:35]3[CH:40]=[CH:39][C:38]([O:41][CH2:42][CH2:43][CH2:44][N:45]4[CH2:50][C:49]5([CH2:55][CH2:54][N:53]([C:56](=[O:66])[CH2:57][NH:58][C:59](=[O:65])[NH:60][CH2:61][CH:62]([CH3:64])[CH3:63])[CH2:52][CH2:51]5)[CH2:48][CH2:47][CH2:46]4)=[CH:37][CH:36]=3)=[CH:25]2)[O:7]1)(=O)C.CO.C[O-].[Na+]>O>[CH2:61]([NH:60][C:59]([NH:58][CH2:57][C:56]([N:53]1[CH2:54][CH2:55][C:49]2([CH2:48][CH2:47][CH2:46][N:45]([CH2:44][CH2:43][CH2:42][O:41][C:38]3[CH:37]=[CH:36][C:35]([CH2:34][C:26]4[C:27]5[C:32](=[CH:31][CH:30]=[CH:29][C:28]=5[CH3:33])[N:24]([C@H:8]5[C@H:9]([OH:20])[C@@H:10]([OH:16])[C@H:11]([OH:12])[C@@H:6]([CH2:5][OH:4])[O:7]5)[CH:25]=4)=[CH:40][CH:39]=3)[CH2:50]2)[CH2:51][CH2:52]1)=[O:66])=[O:65])[CH:62]([CH3:64])[CH3:63] |f:2.3|. Reported procedure: Cool a mixture of [(2R,3R,4S,5R,6R)-3,4,5-triacetoxy-6-[3-[[4-[3-[9-[2-(isobutylcarbamoylamino)acetyl]-4,9-diazaspiro[5.5]undecan-4-yl]propoxy]phenyl]methyl]-4-methyl-indol-1-yl]tetrahydropyran-2-yl]methyl acetate (74.28 mmoles; 68.20 g) and methanol (341.00 mL) in an ice-bath. Add sodium methoxide (111.43 mmoles; 6.02 g). Stir the mixture for 10 minutes. Pour the mixture into water (3.5 L), then filter the mixture. Wash the solid with water, dry on the sinter, and further dry in a vacuum oven a... Starting materials: OC1CN(CCC1C1=CC=C(C=C1)OCCCC1(OCCO1)C1=CC=CC=C1)C(=O)OC(C)(C)C (tert-butyl (3RS,4RS)-3-hydroxy-4-[4-[3-(2-phenyl-[1,3]dioxolan-2-yl)-propoxy]-phenyl]-piperidine-1-carboxylate), BrCC1=CC2=CC=CC=C2C=C1 (2-bromomethyinaphthalene). Yields the product C1=C(C=CC2=CC=CC=C12)COC1CN(CCC1C1=CC=C(C=C1)OCCCC1(OCCO1)C1=CC=CC=C1)C(=O)OC(C)(C)C (tert-butyl (3RS,4RS)-3-(naphthalen-2-ylmethoxy)-4-[4-[3-(2-phenyl-[1,3]dioxolan-2-yl)-propoxy)-phenyl]-piperidine-1-carboxylate). As a reaction SMILES: [OH:1][CH:2]1[CH:7]([C:8]2[CH:13]=[CH:12][C:11]([O:14][CH2:15][CH2:16][CH2:17][C:18]3([C:23]4[CH:28]=[CH:27][CH:26]=[CH:25][CH:24]=4)[O:22][CH2:21][CH2:20][O:19]3)=[CH:10][CH:9]=2)[CH2:6][CH2:5][N:4]([C:29]([O:31][C:32]([CH3:35])([CH3:34])[CH3:33])=[O:30])[CH2:3]1.Br[CH2:37][C:38]1[CH:47]=[CH:46][C:45]2[C:40](=[CH:41][CH:42]=[CH:43][CH:44]=2)[CH:39]=1>>[CH:39]1[C:40]2[C:45](=[CH:44][CH:43]=[CH:42][CH:41]=2)[CH:46]=[CH:47][C:38]=1[CH2:37][O:1][CH:2]1[CH:7]([C:8]2[CH:9]=[CH:10][C:11]([O:14][CH2:15][CH2:16][CH2:17][C:18]3([C:23]4[CH:28]=[CH:27][CH:26]=[CH:25][CH:24]=4)[O:22][CH2:21][CH2:20][O:19]3)=[CH:12][CH:13]=2)[CH2:6][CH2:5][N:4]([C:29]([O:31][C:32]([CH3:35])([CH3:34])[CH3:33])=[O:30])[CH2:3]1. Procedure details: In an analogous manner to that described in Example 22(i), by alkylating tert-butyl (3RS,4RS)-3-hydroxy-4-[4-[3-(2-phenyl-[1,3]dioxolan-2-yl)-propoxy]-phenyl]-piperidine-1-carboxylate with 2-bromomethyinaphthalene there was obtained tert-butyl (3RS,4RS)-3-(naphthalen-2-ylmethoxy)-4-[4-[3-(2-phenyl-[1,3]dioxolan-2-yl)-propoxy)-phenyl]-piperidine-1-carboxylate as white crystals; MS: 624 (M+H)+.